From a dataset of the Open Reaction Database (ORD), a public repository of structured organic reaction records. describe an organic reaction: reactants, conditions, products, and yield Reactants: Cl (HCl), BrC1=C2CC[C@H](C2=C(C=C1)F)OC1=CC=C2C(=CC(OC2=C1)=O)CCl (7-((R)-4-bromo-7-fluoroindan-1-yloxy)-4-chloromethyl-chromen-2-one), BrC1=C(C=C(OCCC(C)(O)C)C=C1C)C (4-(4-Bromo-3,5-dimethylphenoxy)-2-methylbutan-2-ol), [OH-].[Na+] (NaOH). Run in O (water), CCO (EtOH). Product: BrC1=C2CC[C@H](C2=C(C=C1)F)OC1=CC2=C(C(=CO2)CC(=O)O)C=C1 ([6-((R)-4-Bromo-7-fluoroindan-1-yloxy)benzofuran-3-yl]-acetic acid). RXN SMILES: [Br:1][C:2]1[CH:10]=[CH:9][C:8]([F:11])=[C:7]2[C:3]=1[CH2:4][CH2:5][C@H:6]2[O:12][C:13]1[CH:22]=[C:21]2[C:16]([C:17]([CH2:24]Cl)=[CH:18][C:19](=[O:23])[O:20]2)=[CH:15][CH:14]=1.BrC1C(C)=CC([O:31]CCC(C)(O)C)=CC=1C.[OH-].[Na+].Cl>CCO.O>[Br:1][C:2]1[CH:10]=[CH:9][C:8]([F:11])=[C:7]2[C:3]=1[CH2:4][CH2:5][C@H:6]2[O:12][C:13]1[CH:14]=[CH:15][C:16]2[C:17]([CH2:18][C:19]([OH:31])=[O:23])=[CH:24][O:20][C:21]=2[CH:22]=1 |f:2.3|. Procedure details: To 15.0 g (35.4 mmol) 7-((R)-4-bromo-7-fluoroindan-1-yloxy)-4-chloromethyl-chromen-2-one (product from step 2) in 45 ml EtOH, 9.29 ml (177 mmol) aq. NaOH (50%) is added. The funnel is rinsed with 50 ml water and the mixture is heated to reflux for approx. 0.5 h. Then, over a time period of 30 min a mixture of 30 ml water and 14.7 ml (177 mmol) conc. HCl (37%) is added. The suspension is cooled to r.t., the product is filtered off, washed with EtOH/water (1:1, 2×30 ml) and dried. Yield: 14.0 g; R... Starting materials: C(C1=CC=CC=C1)N1CCC(CC1)N1C(=NC2=C1C=CC=C2)N2CCN(CC2)C (1-(1-benzyl-4-piperidinyl)-2-(4-methylpiperazinyl)-1H-benzimidazole). Reagents/catalysts: [OH-].[OH-].[Pd+2] (Pd(OH)2/C). Solvent: CO (MeOH). Reaction conditions: time 23 hour. Yields the product CN1CCN(CC1)C1=NC2=C(N1C1CCNCC1)C=CC=C2 (2-(4-Methylpiperazinyl)-1-(4-piperidinyl)-1H-benzimidazole). The yield is 87.3%. RXN SMILES: C([N:8]1[CH2:13][CH2:12][CH:11]([N:14]2[C:18]3[CH:19]=[CH:20][CH:21]=[CH:22][C:17]=3[N:16]=[C:15]2[N:23]2[CH2:28][CH2:27][N:26]([CH3:29])[CH2:25][CH2:24]2)[CH2:10][CH2:9]1)C1C=CC=CC=1>CO.[OH-].[OH-].[Pd+2]>[CH3:29][N:26]1[CH2:25][CH2:24][N:23]([C:15]2[N:14]([CH:11]3[CH2:10][CH2:9][NH:8][CH2:13][CH2:12]3)[C:18]3[CH:19]=[CH:20][CH:21]=[CH:22][C:17]=3[N:16]=2)[CH2:28][CH2:27]1 |f:2.3.4|. Procedure details: A suspension mixture of 1-(1-benzyl-4-piperidinyl)-2-(4-methylpiperazinyl)-1H-benzimidazole (4.62 g, 11.86 mmol) and Pd(OH)2/C (2.35 g) in MeOH(100 ml) was stirred under hydrogen atmosphere at room temperature for 23 h. The catalyst was removed by filtration and the filtrate was concentrated to give 3.10 g (87%) of title compound as white solid. Reactants: COc1ccc(-c2sc3cc(OC)ccc3c2C(=O)c2ccc(O)cc2)cc1, CCOC(=O)N=NC(=O)OCC, CCN1CCC(O)CC1, c1ccc(P(c2ccccc2)c2ccccc2)cc1. The product is CCN1CCC(Oc2ccc(C(=O)c3c(-c4ccc(OC)cc4)sc4cc(OC)ccc34)cc2)CC1. Reaction SMILES: [CH3:1][O:2][c:3]1[cH:4][cH:5][c:6]2[c:7]([s:8][c:9](-[c:20]3[cH:21][cH:22][c:23]([O:26][CH3:27])[cH:24][cH:25]3)[c:10]2[C:11]([c:12]2[cH:13][cH:14][c:15]([OH:18])[cH:16][cH:17]2)=[O:19])[cH:28]1.[O:57]=[C:58]([O:59][CH2:60][CH3:61])[N:62]=[N:63][C:64]([O:65][CH2:66][CH3:67])=[O:68].[OH:29][CH:30]1[CH2:31][CH2:32][N:33]([CH2:36][CH3:37])[CH2:34][CH2:35]1.[c:38]1([P:39]([c:40]2[cH:41][cH:42][cH:43][cH:44][cH:45]2)[c:46]2[cH:47][cH:48][cH:49][cH:50][cH:51]2)[cH:52][cH:53][cH:54][cH:55][cH:56]1>>[CH3:1][O:2][c:3]1[cH:4][cH:5][c:6]2[c:7]([s:8][c:9](-[c:20]3[cH:21][cH:22][c:23]([O:26][CH3:27])[cH:24][cH:25]3)[c:10]2[C:11]([c:12]2[cH:13][cH:14][c:15]([O:18][CH:30]3[CH2:31][CH2:32][N:33]([CH2:36][CH3:37])[CH2:34][CH2:35]3)[cH:16][cH:17]2)=[O:19])[cH:28]1. Reactants: [Si](C)(C)(C(C)(C)C)OC1=CC(=C(OCC2CN(CCC2)C)C(=C1)C)C (3-[4-( tert-butyldimethylsilyloxy)-2,6-dimethylphenoxymethyl]-1-methylpiperidine), C(C)(=O)O (acetic acid), [F-].C(CCC)[N+](CCCC)(CCCC)CCCC (tetrabutylammonium fluoride). Run in O1CCCC1 (tetrahydrofuran), O1CCCC1 (tetrahydrofuran). Reaction conditions: time 8 hour. Yields the product OC1=CC(=C(OCC2CN(CCC2)C)C(=C1)C)C (3-(4-hydroxy-2,6-dimethylphenoxymethyl)-1-methylpiperidine). Reaction SMILES: [Si]([O:8][C:9]1[CH:23]=[C:22]([CH3:24])[C:12]([O:13][CH2:14][CH:15]2[CH2:20][CH2:19][CH2:18][N:17]([CH3:21])[CH2:16]2)=[C:11]([CH3:25])[CH:10]=1)(C(C)(C)C)(C)C.C(O)(=O)C.[F-].C([N+](CCCC)(CCCC)CCCC)CCC>O1CCCC1>[OH:8][C:9]1[CH:23]=[C:22]([CH3:24])[C:12]([O:13][CH2:14][CH:15]2[CH2:20][CH2:19][CH2:18][N:17]([CH3:21])[CH2:16]2)=[C:11]([CH3:25])[CH:10]=1 |f:2.3|. Reported procedure: To a solution of 3-[4-( tert-butyldimethylsilyloxy)-2,6-dimethylphenoxymethyl]-1-methylpiperidine (3.2 g, 8.8 mmol) in tetrahydrofuran (50 mL) containing 20% acetic acid (5.5 mL, 19 mmol) at 0° C. was added 1M tetrabutylammonium fluoride in tetrahydrofuran (17.5 mL). The mixture was stirred from 0° C. to room temperature overnight and concentrated in vacuo. The residue was partitioned between water and dichloromethane. The organic layer was dried and concentrated and the residue purified on sili...